Dataset: the Open Reaction Database (ORD), a public repository of structured organic reaction records. Task: describe an organic reaction: reactants, conditions, products, and yield The reactants are [BH-](OC(=O)C)(OC(=O)C)OC(=O)C.[Na+] (NaBH(OAc)3), BrC(C=1C(=NC=CC1)N1C(C=2C(C1=O)=CC=CC2)=O)Br (3-(Dibromomethyl)-2-(phthalimidyl)pyridine), N1CCCCC1 (piperidine), CC(=O)O (AcOH), C(=O)([O-])[O-].[K+].[K+] (K2CO3). The solvent is C(Cl)Cl (CH2Cl2), CCOC(=O)C (EtOAc). Reaction conditions: temperature 23 celsius, time 2 hour. Yields the product C1(C=2C(C(N1C1=NC=CC=C1CN1CCCCC1)=O)=CC=CC2)=O (2-(phthalimidyl)-3-(1-piperidinylmethyl)-pyridine). Reaction SMILES: Br[CH:2](Br)[C:3]1[C:4]([N:9]2[C:13](=[O:14])[C:12]3=[CH:15][CH:16]=[CH:17][CH:18]=[C:11]3[C:10]2=[O:19])=[N:5][CH:6]=[CH:7][CH:8]=1.[NH:21]1[CH2:26][CH2:25][CH2:24][CH2:23][CH2:22]1.CC(O)=O.[BH-](OC(C)=O)(OC(C)=O)OC(C)=O.[Na+].C([O-])([O-])=O.[K+].[K+]>C(Cl)Cl.CCOC(C)=O>[C:13]1(=[O:14])[N:9]([C:4]2[C:3]([CH2:2][N:21]3[CH2:26][CH2:25][CH2:24][CH2:23][CH2:22]3)=[CH:8][CH:7]=[CH:6][N:5]=2)[C:10](=[O:19])[C:11]2=[CH:18][CH:17]=[CH:16][CH:15]=[C:12]12 |f:3.4,5.6.7|. Procedure details: 3-(Dibromomethyl)-2-(phthalimidyl)pyridine (185 mg, 0.47 mmol) was dissolved in CH2Cl2 (2 mL) and treated with piperidine (0.460 mL, 4.66 mmol), and glacial AcOH (0.160 mL, 2.80 mmol) in a dropwise fashion. The resulting yellow solution was stirred at 23° C. for 2 h, then treated with solid NaBH(OAc)3 (393 mg, 1.86 mmol) in one portion, and stirring was continued for 14 h. After stirring 14 h at 23° C., the mixture was treated with 2M K2CO3 (6 mL), and stirred for 1 h. After 1 h, the mixture was...